From a dataset of the Open Reaction Database (ORD), a public repository of structured organic reaction records. describe an organic reaction: reactants, conditions, products, and yield Starting materials: [Al+3], CCOCC, CCOC(=O)C1CCC(F)(F)CC1, [H-], [H-], [H-], [H-], [Li+]. Yields the product OCC1CCC(F)(F)CC1. Reaction SMILES: [Al+3:2].[CH3:20][CH2:21][O:22][CH2:23][CH3:24].[F:7][C:8]1([F:19])[CH2:9][CH2:10][CH:11]([C:14](=[O:15])[O:16][CH2:17][CH3:18])[CH2:12][CH2:13]1.[H-:1].[H-:4].[H-:5].[H-:6].[Li+:3]>>[F:7][C:8]1([F:19])[CH2:9][CH2:10][CH:11]([CH2:14][OH:15])[CH2:12][CH2:13]1. The reactants are CC(C)(O)CCNc1cc(-n2c3ccccc3c3c(-c4ccc(C#N)nc4)cccc32)ccc1C(=O)OC(C)(C)C, Cl, C1COCCO1. Yields the product CC(C)(O)CCNc1cc(-n2c3ccccc3c3c(-c4ccc(C#N)nc4)cccc32)ccc1C(=O)O. Reaction SMILES: [C:2](#[N:3])[c:4]1[cH:5][cH:6][c:7](-[c:10]2[cH:11][cH:12][cH:13][c:14]3[n:15](-[c:23]4[cH:24][c:25]([NH:36][CH2:37][CH2:38][C:39]([CH3:40])([CH3:41])[OH:42])[c:26]([C:27](=[O:28])[O:29][C:30]([CH3:31])([CH3:32])[CH3:33])[cH:34][cH:35]4)[c:16]4[cH:17][cH:18][cH:19][cH:20][c:21]4[c:22]23)[cH:8][n:9]1.[ClH:1].[O:43]1[CH2:44][CH2:45][O:46][CH2:47][CH2:48]1>>[C:2](#[N:3])[c:4]1[cH:5][cH:6][c:7](-[c:10]2[cH:11][cH:12][cH:13][c:14]3[n:15](-[c:23]4[cH:24][c:25]([NH:36][CH2:37][CH2:38][C:39]([CH3:40])([CH3:41])[OH:42])[c:26]([C:27](=[O:28])[OH:29])[cH:34][cH:35]4)[c:16]4[cH:17][cH:18][cH:19][cH:20][c:21]4[c:22]23)[cH:8][n:9]1. Reactants: ClCCN1CCCC1 (2-chloroethylpyrrolidine), C1=CC=CC=2CC3=C(CCC21)C=CC=C3 (10,11-dihydro-5H-dibenzo[a,d]cycloheptene), solution, C(CCC)[Li] (n-butyl lithium). The solvent is O1CCCC1 (tetrahydrofuran), O1CCCC1 (tetrahydrofuran), CCCCCC (hexane). Run at time 60 minute. The product is C1=CC=CC=2C(C3=C(CCC21)C=CC=C3)CCN3CCCC3 (1-[2-(10,11-dihydro-5H-dibenzo[a,d]cyclohepten-5-yl)ethyl]pyrrolidine). Reaction SMILES: [CH:1]1[C:11]2[CH2:10][CH2:9][C:8]3[CH:12]=[CH:13][CH:14]=[CH:15][C:7]=3[CH2:6][C:5]=2[CH:4]=[CH:3][CH:2]=1.C([Li])CCC.Cl[CH2:22][CH2:23][N:24]1[CH2:28][CH2:27][CH2:26][CH2:25]1>O1CCCC1.CCCCCC>[CH:12]1[C:8]2[CH2:9][CH2:10][C:11]3[CH:1]=[CH:2][CH:3]=[CH:4][C:5]=3[CH:6]([CH2:22][CH2:23][N:24]3[CH2:28][CH2:27][CH2:26][CH2:25]3)[C:7]=2[CH:15]=[CH:14][CH:13]=1. Reported procedure: 1.0 g of 10,11-dihydro-5H-dibenzo[a,d]cycloheptene in 25 ml of dry tetrahydrofuran is treated dropwise at -70° with 6.8 ml of an about 1.14M solution of n-butyl lithium in hexane. The mixture is stirred at -70° for 60 minutes. There are subsequently added dropwise thereto at -30° 1.1 g of 2-chloroethylpyrrolidine in 2.5 ml of dry tetrahydrofuran and the mixture is stirred at -30° for 1 hour and at 0° to 5° for 3 hours. After evaporation of the mixture, the residue remaining is dissolved in tolue... Starting materials: CC[C@@]1(C2=C(COC1=O)C(=O)N3CC=4C=C5C=CC=CC5=NC4C3=C2)O (camptothecin), aromatic acid, C1CCC(CC1)N=C=NC2CCCCC2 (DCC). The reagents and catalysts are CN(C)C=1C=CN=CC1 (DMAP). The solvent is CN(C)C=O (DMF). Conditions: time 84 hour. Yields the product C1(CCCCC1)NC(NC1CCCCC1)=O (Dicyclohexyl urea). As a reaction SMILES: CC[C@@]1(O)C(=O)[O:7]CC2C(N3C(=CC1=2)C1N=C2C(C=CC=C2)=CC=1C3)=O.[CH2:27]1[CH2:32][CH2:31][CH:30]([N:33]=[C:34]=[N:35][CH:36]2[CH2:41][CH2:40][CH2:39][CH2:38][CH2:37]2)[CH2:29][CH2:28]1>CN(C1C=CN=CC=1)C.CN(C=O)C>[CH:36]1([NH:35][C:34](=[O:7])[NH:33][CH:30]2[CH2:29][CH2:28][CH2:27][CH2:32][CH2:31]2)[CH2:41][CH2:40][CH2:39][CH2:38][CH2:37]1. Procedure: The preparation is preferably carried out in the following way: The starting camptothecin compound, preferably 2 to 10 molar equivalent of the reacting aromatic acid of the general formula C6R2-6COOH, preferably 2 to 8 molar equivalent of DCC, and a catalytic amount of DMAP are added to about 60-100 ml DMF in a 250 ml round-bottomed flask equipped with a mechanical stirrer. The mixture is stirred at room temperature under nitrogen gas for 72-96 hr. Dicyclohexyl urea formed is removed by filtrati...